Dataset: the Open Reaction Database (ORD), a public repository of structured organic reaction records. Task: describe an organic reaction: reactants, conditions, products, and yield Starting materials: OC1=NC2=CC=CC(=C2N=C1O)[N+](=O)[O-] (2,3-dihydroxy-5-nitroquinoxaline). The solvent is CO.O1CCOCC1 (methanol dioxane). Reaction conditions: time 20 hour. Product: OC1=NC2=CC=CC(=C2N=C1O)N (2,3-dihydroxy-5-aminoquinoxaline). Reaction SMILES: [OH:1][C:2]1[C:11]([OH:12])=[N:10][C:9]2[C:4](=[CH:5][CH:6]=[CH:7][C:8]=2[N+:13]([O-])=O)[N:3]=1>CO.O1CCOCC1>[OH:1][C:2]1[C:11]([OH:12])=[N:10][C:9]2[C:4](=[CH:5][CH:6]=[CH:7][C:8]=2[NH2:13])[N:3]=1 |f:1.2|. Procedure details: 2.00 g of 2,3-dihydroxy-5-nitroquinoxaline was dissolved in 1:1 mixed solvent of methanol/dioxane, then the reaction system was sufficiently flushed with argon, and 1.00 g of Pd/C (anhydrous) was added to the reaction mixture. Thereafter, the reaction system was flushed with hydrogen, and reaction was allowed at room temperature for 20 hr. After the reaction was over, the reaction mixture was dispersed in a solution of 6.00 g of potassium carbonate in 130 ml of water, thereby dissolving the reac... Reactants: ice water, BrCC=1C(=CC=CC1)C(=O)OC (Methyl α-bromo-2-toluate), BrC1=C(C=CC=C1)O (2-bromophenol), C([O-])([O-])=O.[K+].[K+] (potassium carbonate), CCCCCC.C(C)(=O)OCC (hexane ethyl acetate). Run in CN(C=O)C (N,N-dimethylformamide). Conditions: time 18 hour. The product is BrC1=C(OCC2=C(C(=O)OC)C=CC=C2)C=CC=C1 (Methyl 2-(2-bromophenoxymethyl)benzoate). RXN SMILES: Br[CH2:2][C:3]1[C:4]([C:9]([O:11][CH3:12])=[O:10])=[CH:5][CH:6]=[CH:7][CH:8]=1.[Br:13][C:14]1[CH:19]=[CH:18][CH:17]=[CH:16][C:15]=1[OH:20].C(=O)([O-])[O-].[K+].[K+].CCCCCC.C(OCC)(=O)C>CN(C)C=O>[Br:13][C:14]1[CH:19]=[CH:18][CH:17]=[CH:16][C:15]=1[O:20][CH2:2][C:3]1[CH:8]=[CH:7][CH:6]=[CH:5][C:4]=1[C:9]([O:11][CH3:12])=[O:10] |f:2.3.4,5.6|. Reported procedure: Methyl α-bromo-2-toluate (53 g, 0.23 mole) was added to a mixture of 2-bromophenol (40 g, 0.23 mole) and potassium carbonate (42 g, 0.3 mole) in 250 mL of N,N-dimethylformamide. The reaction mixture was stirred at room temperature for 18 hours, then heated on a steam bath for 3.5 hours. The mixture was poured into ice water, and the solids were collected by filtration and washed with water to give the crude product. An analytical sample was obtained by recrystallization from hexane/ethyl acetate... Reactants: [Al+3], O=C(Br)CBr, ClCCCl, [Cl-], [Cl-], [Cl-], Cl, Fc1ccc(-c2ccccc2)cc1. Yields the product O=C(CBr)c1ccc(-c2ccc(F)cc2)cc1. RXN SMILES: [Al+3:2].[Br:18][CH2:19][C:20](=[O:21])[Br:22].[CH2:24]([Cl:25])[CH2:26][Cl:27].[Cl-:1].[Cl-:3].[Cl-:4].[ClH:23].[F:5][c:6]1[cH:7][cH:8][c:9](-[c:12]2[cH:13][cH:14][cH:15][cH:16][cH:17]2)[cH:10][cH:11]1>>[F:5][c:6]1[cH:7][cH:8][c:9](-[c:12]2[cH:13][cH:14][c:15]([C:20]([CH2:19][Br:18])=[O:21])[cH:16][cH:17]2)[cH:10][cH:11]1. Starting materials: O=C(C1=CC=CN1)C, [Zn].O=S(O)C(F)F. Reagents/catalysts: O=C(O)C(F)(F)F, OOC(C)(C)C. Run in O, ClCCl. Run at temperature 25 celsius, time 18 hour. Product: O=C(C1=CC=C(N1)C(F)F)C. Isolated yield 55.0%. Starting materials: C(#N)C1=CC=C(C(=O)/N=C\2/N(C3=C(C=NC(=C3)OCCN3CCCCC3)N2)[C@@H]2CC[C@@H](CC2)C(=O)N2CCNCC2)C=C1 ((E)-4-cyano-N-(1-(cis-4-(piperazine-1-carbonyl)cyclohexyl)-6-(2-(piperidin-1-yl)ethoxy)-1H-imidazo[4,5-c]pyridin-2(3H)-ylidene)benzamide), FC1=CC=C(C(=O)N=C=S)C=C1 (4-fluorobenzoyl isothiocyanate). The product is FC1=CC=C(C(=O)/N=C\2/N(C3=C(C=NC(=C3)OCCN3CCCCC3)N2)[C@@H]2CC[C@@H](CC2)C(=O)N2CCNCC2)C=C1 ((E)-4-Fluoro-N-(1-(cis-4-(piperazine-1-carbonyl)cyclohexyl)-6-(2-(piperidin-1-yl)ethoxy)-1H-imidazo[4,5-c]pyridin-2(3H)-ylidene)benzamide). Reaction SMILES: C([C:3]1[CH:43]=[CH:42][C:6]([C:7](/[N:9]=[C:10]2/[N:11]([C@H:28]3[CH2:33][CH2:32][C@@H:31]([C:34]([N:36]4[CH2:41][CH2:40][NH:39][CH2:38][CH2:37]4)=[O:35])[CH2:30][CH2:29]3)[C:12]3[CH:17]=[C:16]([O:18][CH2:19][CH2:20][N:21]4[CH2:26][CH2:25][CH2:24][CH2:23][CH2:22]4)[N:15]=[CH:14][C:13]=3[NH:27]/2)=[O:8])=[CH:5][CH:4]=1)#N.[F:44]C1C=CC(C(N=C=S)=O)=CC=1>>[F:44][C:3]1[CH:43]=[CH:42][C:6]([C:7](/[N:9]=[C:10]2/[N:11]([C@H:28]3[CH2:29][CH2:30][C@@H:31]([C:34]([N:36]4[CH2:37][CH2:38][NH:39][CH2:40][CH2:41]4)=[O:35])[CH2:32][CH2:33]3)[C:12]3[CH:17]=[C:16]([O:18][CH2:19][CH2:20][N:21]4[CH2:22][CH2:23][CH2:24][CH2:25][CH2:26]4)[N:15]=[CH:14][C:13]=3[NH:27]/2)=[O:8])=[CH:5][CH:4]=1. Procedure: The title compound was prepared using a method analagous to the preparation of (E)-4-cyano-N-(1-(cis-4-(piperazine-1-carbonyl)cyclohexyl)-6-(2-(piperidin-1-yl)ethoxy)-1H-imidazo[4,5-c]pyridin-2(3H)-ylidene)benzamide, using 4-fluorobenzoyl isothiocyanate. MS m/z=578.2 [M+H], calc 577.69 for C31H40FN7O3. 1H NMR (CDCl3) δ ppm: 8.35 (dd, J=8.7, 5.7 Hz, 2H), 8.09 (s, 1H), 7.01-7.20 (m, 3H), 4.75-4.96 (m, 1H), 4.50 (t, J=1.0 Hz, 2H), 3.64-3.77 (m, 2H), 3.46-3.59 (m, 2H), 2.80-3.03 (m, 10H), 2.53-2.69 ... Starting materials: C1(=CC=CC=C1)S(=O)(=O)O (benzenesulphonic acid), NC=1C=C2CC3(C(NC4=NC=CC=C43)=O)CC2=CC1 (5-amino-1,3-dihydrospiro[inden-2,3′-pyrrolo[2,3-b]pyridin]-2′(1′H)-one), ClC1=CC(=NC=N1)C(=O)C1=CC2=C(N(C(O2)=O)C)C(=C1)C (6-(6-chloro-pyrimidin-4-carbonyl)-3,4-dimethyl-3H-benzoxazol-2-one). The solvent is CC(CCC)O (2-pentanol). Reaction conditions: time 4 hour. Product: CN1C(OC2=C1C(=CC(=C2)C(=O)C2=NC=NC(=C2)NC=2C=C1CC3(C(NC4=NC=CC=C43)=O)CC1=CC2)C)=O (3,4-dimethyl-6-(6-(2′-oxo-1,1′,2′,3-tetrahydrospiro[inden-2,3′-pyrrolo[2,3-b]pyridin]-5-ylamino)pyrimidin-4-carbonyl)benzo[d]oxazol-2(3H)-one). As a reaction SMILES: C1(S(O)(=O)=O)C=CC=CC=1.[NH2:11][C:12]1[CH:13]=[C:14]2[C:27](=[CH:28][CH:29]=1)[CH2:26][C:16]1([C:24]3[C:19](=[N:20][CH:21]=[CH:22][CH:23]=3)[NH:18][C:17]1=[O:25])[CH2:15]2.Cl[C:31]1[N:36]=[CH:35][N:34]=[C:33]([C:37]([C:39]2[CH:49]=[C:48]([CH3:50])[C:42]3[N:43]([CH3:47])[C:44](=[O:46])[O:45][C:41]=3[CH:40]=2)=[O:38])[CH:32]=1>CC(O)CCC>[CH3:47][N:43]1[C:42]2[C:48]([CH3:50])=[CH:49][C:39]([C:37]([C:33]3[CH:32]=[C:31]([NH:11][C:12]4[CH:13]=[C:14]5[C:27](=[CH:28][CH:29]=4)[CH2:26][C:16]4([C:24]6[C:19](=[N:20][CH:21]=[CH:22][CH:23]=6)[NH:18][C:17]4=[O:25])[CH2:15]5)[N:36]=[CH:35][N:34]=3)=[O:38])=[CH:40][C:41]=2[O:45][C:44]1=[O:46]. Procedure details: 16.0 mg (0.100 mmol) benzenesulphonic acid were added to 126 mg (0.500 mmol) 5-amino-1,3-dihydrospiro[inden-2,3′-pyrrolo[2,3-b]pyridin]-2′(1′H)-one and 152 mg (0.500 mmol) 6-(6-chloro-pyrimidin-4-carbonyl)-3,4-dimethyl-3H-benzoxazol-2-one in 5.0 mL of 2-pentanol and boiled for 4 h. The reaction mixture was evaporated down and purified by preparative HPLC. The fractions containing the product were combined, the organic solvent was eliminated i.vac. and the aqueous phase remaining was neutralised ...